Dataset: the Open Reaction Database (ORD), a public repository of structured organic reaction records. Task: describe an organic reaction: reactants, conditions, products, and yield Starting materials: CC1(CCNC2=CC(=CC=C12)[N+](=O)[O-])C (1,2,3,4-tetrahydro-4,4-dimethyl-7-nitroquinoline), C(C)(=O)OC(C)=O (acetic anhydride), O (water). Reagents/catalysts: CN(C)C=1C=CN=CC1 (DMAP). Run in N1=CC=CC=C1 (pyridine). Conditions: time 10 hour. Product: CC1(CCN(C2=CC(=CC=C12)[N+](=O)[O-])C(C)=O)C (1-(3,4-Dihydro-4,4-dimethyl-7-nitroquinolin-1(2H)-yl)ethanone). Isolated yield 91.5%. Reaction SMILES: [CH3:1][C:2]1([CH3:15])[C:11]2[C:6](=[CH:7][C:8]([N+:12]([O-:14])=[O:13])=[CH:9][CH:10]=2)[NH:5][CH2:4][CH2:3]1.[C:16](OC(=O)C)(=[O:18])[CH3:17].O>CN(C1C=CN=CC=1)C.N1C=CC=CC=1>[CH3:1][C:2]1([CH3:15])[C:11]2[C:6](=[CH:7][C:8]([N+:12]([O-:14])=[O:13])=[CH:9][CH:10]=2)[N:5]([C:16](=[O:18])[CH3:17])[CH2:4][CH2:3]1. Procedure: To a stirred solution of 1,2,3,4-tetrahydro-4,4-dimethyl-7-nitroquinoline (Rami et al, WO 03/068749) (500 mg, 2.42 mmol), DMAP (5 mg) in pyridine (2 mL) was added acetic anhydride (0.46 mL, 4.9 mmol). The mixture was stirred at room temperature for 10 h, and then heated at 60° C. for 5 h. After cooling, the mixture was treated with water and extracted with EtOAc. The combined organic layers were washed with sat. aq. NaHCO3, 1N HCl, brine, dried, and evaporated. The residue was purified by chroma... Reactants: COCCOc1nc(N)c2nc(OC)n(CCC3CCN(Cc4ccc(CN(C)C)cc4)CC3)c2n1, CO, Cl, N, C1COCCO1. The product is COCCOc1nc(N)c2[nH]c(=O)n(CCC3CCN(Cc4ccc(CN(C)C)cc4)CC3)c2n1. RXN SMILES: [CH3:1][N:2]([CH3:3])[CH2:4][c:5]1[cH:6][cH:7][c:8]([CH2:9][N:10]2[CH2:11][CH2:12][CH:13]([CH2:16][CH2:17][n:18]3[c:19]4[n:20][c:21]([O:30][CH2:31][CH2:32][O:33][CH3:34])[n:22][c:23]([NH2:29])[c:24]4[n:25][c:26]3[O:27][CH3:28])[CH2:14][CH2:15]2)[cH:35][cH:36]1.[CH3:37][OH:38].[ClH:39].[NH3:40].[O:41]1[CH2:42][CH2:43][O:44][CH2:45][CH2:46]1>>[CH3:1][N:2]([CH3:3])[CH2:4][c:5]1[cH:6][cH:7][c:8]([CH2:9][N:10]2[CH2:11][CH2:12][CH:13]([CH2:16][CH2:17][n:18]3[c:19]4[n:20][c:21]([O:30][CH2:31][CH2:32][O:33][CH3:34])[n:22][c:23]([NH2:29])[c:24]4[nH:25][c:26]3=[O:27])[CH2:14][CH2:15]2)[cH:35][cH:36]1. Reactants: CNCCOC (N-methyl-2-methoxyethylamine), ClCC1=NSC(=N1)NCC1=C(C=C(C=C1)OC)OC ((3-Chloromethyl-[1,2,4]thiadiazol-5-yl)-(2,4-dimethoxy-benzyl)-amine), ClCC1=NSC(=N1)NCC1=C(C=C(C=C1)OC)OC ((3-Chloromethyl-[1,2,4]thiadiazol-5-yl)-(2,4-dimethoxy-benzyl)-amine), C(=O)([O-])[O-].[Cs+].[Cs+] (Cs2CO3). Solvent: C1CCOC1 (THF). Product: COC1=C(CNC2=NC(=NS2)CN(C)CCOC)C=CC(=C1)OC ((2,4-Dimethoxy-benzyl)-(3-{[(2-methoxy-ethyl)-methyl-amino]-methyl}-[1,2,4]thiadiazol-5-yl)-amine). As a reaction SMILES: [CH3:1][NH:2][CH2:3][CH2:4][O:5][CH3:6].Cl[CH2:8][C:9]1[N:13]=[C:12]([NH:14][CH2:15][C:16]2[CH:21]=[CH:20][C:19]([O:22][CH3:23])=[CH:18][C:17]=2[O:24][CH3:25])[S:11][N:10]=1.C([O-])([O-])=O.[Cs+].[Cs+]>C1COCC1>[CH3:25][O:24][C:17]1[CH:18]=[C:19]([O:22][CH3:23])[CH:20]=[CH:21][C:16]=1[CH2:15][NH:14][C:12]1[S:11][N:10]=[C:9]([CH2:8][N:2]([CH2:3][CH2:4][O:5][CH3:6])[CH3:1])[N:13]=1 |f:2.3.4|. Procedure: 10 mmol of N-methyl-2-methoxyethylamine is added to the solution of (3-Chloromethyl-[1,2,4]thiadiazol-5-yl)-(2,4-dimethoxy-benzyl)-amine (Intermediate XXVIII) in 50 ml THF and 10 mmol of Cs2CO3 is added. The reaction is heated at reflux overnight. The reaction is cooled to room temperature and filtered, washed with THF. The filtrate is concentrated and purified by RP-HPLC. The reactants are CC(O)C(C)OC(=O)C(Cc1ccc(OCc2ccccc2)c(OCc2ccccc2)c1)NC(=O)OC(C)(C)C, CC(=O)Cl, ClCCl, c1ccncc1. Yields the product CC(=O)OC(C)C(C)OC(=O)C(Cc1ccc(OCc2ccccc2)c(OCc2ccccc2)c1)NC(=O)OC(C)(C)C. As a reaction SMILES: [C:5]([CH3:6])([CH3:7])([CH3:8])[O:9][C:10](=[O:11])[NH:12][CH:13]([C:14](=[O:15])[O:16][CH:17]([CH:18]([CH3:19])[OH:20])[CH3:21])[CH2:22][c:23]1[cH:24][c:25]([O:37][CH2:38][c:39]2[cH:40][cH:41][cH:42][cH:43][cH:44]2)[c:26]([O:29][CH2:30][c:31]2[cH:32][cH:33][cH:34][cH:35][cH:36]2)[cH:27][cH:28]1.[CH3:1][C:2]([Cl:3])=[O:4].[Cl:51][CH2:52][Cl:53].[cH:45]1[cH:46][cH:47][n:48][cH:49][cH:50]1>>[CH3:1][C:2](=[O:4])[O:20][CH:18]([CH:17]([O:16][C:14]([CH:13]([NH:12][C:10]([O:9][C:5]([CH3:6])([CH3:7])[CH3:8])=[O:11])[CH2:22][c:23]1[cH:24][c:25]([O:37][CH2:38][c:39]2[cH:40][cH:41][cH:42][cH:43][cH:44]2)[c:26]([O:29][CH2:30][c:31]2[cH:32][cH:33][cH:34][cH:35][cH:36]2)[cH:27][cH:28]1)=[O:15])[CH3:21])[CH3:19]. Reactants: CC(=O)C.OS(=O)(=O)O.O=[Cr](=O)=O (Jones reagent), O=CC[C@@H]1C[C@@H](OCO1)CC#N ((±)-cis-6-(2-oxoethyl)-1,3-dioxane-4-acetonitrile), C(C)OCC (diethyl ether). Solvent: CC(=O)C (acetone). Reaction conditions: time 15 minute. The product is C(#N)C[C@@H]1C[C@@H](OCO1)CC(=O)O ((±)-cis-6-(cyanomethyl)-1,3-dioxane-4-acetic acid). Reaction SMILES: CC(C)=[O:3].OS(O)(=O)=O.O=[Cr](=O)=O.[O:14]=[CH:15][CH2:16][C@H:17]1[O:22][CH2:21][O:20][C@@H:19]([CH2:23][C:24]#[N:25])[CH2:18]1.C(OCC)C>CC(C)=O>[C:24]([CH2:23][C@H:19]1[O:20][CH2:21][O:22][C@@H:17]([CH2:16][C:15]([OH:3])=[O:14])[CH2:18]1)#[N:25] |f:0.1.2|. Reported procedure: Jones reagent (chromium trioxide-sulfuric acid-water), 3.8 mL (97.6 mmol), is added dropwise to a 0° C. solution of (±)-cis-6-(2-oxoethyl)-1,3-dioxane-4-acetonitrile, 1.29 g of (7.6 mmol), dissolved in 50 mL of acetone until the orange color is not discharged. After stirring a further 15 minutes, the mixture is poured into 300 mL of diethyl ether and washed with brine until the aqueous washes are colorless. The diethyl ether layer is dried (magnesium sulfate), filtered, and concentrated to provi... The reactants are O=C([O-])[O-], CC(C)=O, CN(C)CCCl, Cl, [Cs+], [Cs+], COc1ccc(C#N)c(O)c1. The product is COc1ccc(C#N)c(OCCN(C)C)c1. RXN SMILES: [C:12](=[O:13])([O-:14])[O-:15].[CH3:25][C:26](=[O:27])[CH3:28].[Cl:19][CH2:20][CH2:21][N:22]([CH3:23])[CH3:24].[ClH:18].[Cs+:16].[Cs+:17].[OH:1][c:2]1[c:3]([C:4]#[N:5])[cH:6][cH:7][c:8]([O:10][CH3:11])[cH:9]1>>[O:1]([c:2]1[c:3]([C:4]#[N:5])[cH:6][cH:7][c:8]([O:10][CH3:11])[cH:9]1)[CH2:20][CH2:21][N:22]([CH3:23])[CH3:24]. Starting materials: C1CNC(CN2CCCC2)C1, Nc1ncc(-c2ccc(C(=O)O)cc2)cc1OCc1c(Cl)cccc1Cl. The product is Nc1ncc(-c2ccc(C(=O)N3CCCC3CN3CCCC3)cc2)cc1OCc1c(Cl)cccc1Cl. RXN SMILES: [N:27]1([CH2:32][CH:33]2[NH:34][CH2:35][CH2:36][CH2:37]2)[CH2:28][CH2:29][CH2:30][CH2:31]1.[NH2:1][c:2]1[c:3]([O:17][CH2:18][c:19]2[c:20]([Cl:26])[cH:21][cH:22][cH:23][c:24]2[Cl:25])[cH:4][c:5](-[c:8]2[cH:9][cH:10][c:11]([C:12](=[O:13])[OH:14])[cH:15][cH:16]2)[cH:6][n:7]1>>[NH2:1][c:2]1[c:3]([O:17][CH2:18][c:19]2[c:20]([Cl:26])[cH:21][cH:22][cH:23][c:24]2[Cl:25])[cH:4][c:5](-[c:8]2[cH:9][cH:10][c:11]([C:12](=[O:14])[N:34]3[CH:33]([CH2:32][N:27]4[CH2:28][CH2:29][CH2:30][CH2:31]4)[CH2:37][CH2:36][CH2:35]3)[cH:15][cH:16]2)[cH:6][n:7]1. The product is C1NC[C@@H]2CCCC[C@@H]12 (trans-hexahydroisoindoline), CC1C(CCCC1)CN (2-methylcyclohexylmethylamine). The reagents and catalysts are [C].[Pd] (palladium-carbon). RXN SMILES: C([N:8]1[CH2:16][C:15]2[C:10](=[CH:11][CH:12]=[CH:13][CH:14]=2)[CH2:9]1)C1C=CC=CC=1.Cl.[H][H].[CH2:20]1[C@@H:28]2[C@@H:23]([CH2:24][CH2:25][CH2:26][CH2:27]2)[CH2:22][NH:21]1>[C].[Pd]>[CH2:9]1[C@H:10]2[C@@H:15]([CH2:14][CH2:13][CH2:12][CH2:11]2)[CH2:16][NH:8]1.[CH3:22][CH:23]1[CH2:24][CH2:25][CH2:26][CH2:27][CH:28]1[CH2:20][NH2:21] |f:4.5|. Procedure: In a 3-liter GL autoclave fitted with a electromagnetic stirrer are added 226.5 g of N-benzylisoindoline, 545 g of 7.2% hydrochloric acid aqueous solution (pH 4.0) and 26 g of 5% palladium-carbon catalyst (50% water-containing). The reaction mixture is subjected to a hydrogen-pressure of 20 kg/cm2 and a temperature of 130° C. After a 10 hour hydrogen introduction, the drop in the rate of the hydrogen-absorption is observed, at this point the introduction of hydrogen is ceased to terminate the re... Isolated yield 0.7%. Starting materials: C(C1=CC=CC=C1)N1CC2=CC=CC=C2C1 (N-benzylisoindoline), Cl (hydrochloric acid), [H][H] (hydrogen), [H][H] (hydrogen), C1NC[C@@H]2CCCC[C@H]12 (cis-hexahydroisoindoline). Starting materials: C1(=CC=CC=C1)CCCN (3-phenylpropan-1-amine), C1N(CC=2C=NC=CC21)C(=O)NC2=CC=C(C=C2)N2CC(C2)C(=O)O (1-(4-(2,3-dihydro-1H-pyrrolo[3,4-c]pyridine-2-carboxamido)phenyl)azetidine-3-carboxylic acid), C1N(CC2=CC=CC=C12)C(=O)NC1=CC=C(C(=O)O)C=C1 (4-(isoindoline-2-carboxamido)benzoic acid). The product is C(C1=CC=CC=C1)NC(=O)C1CN(C1)C1=CC=C(C=C1)NC(=O)N1CC=2C=NC=CC2C1 (N-{4-[3-(benzylcarbamoyl)azetidin-1-yl]phenyl}-1,3-dihydro-2H-pyrrolo[3,4-c]pyridine-2-carboxamide). As a reaction SMILES: C1(CCCN)C=CC=CC=1.[CH2:11]1[C:19]2[CH:18]=[CH:17][N:16]=[CH:15][C:14]=2[CH2:13][N:12]1[C:20]([NH:22][C:23]1[CH:28]=[CH:27][C:26]([N:29]2[CH2:32][CH:31]([C:33]([OH:35])=O)[CH2:30]2)=[CH:25][CH:24]=1)=[O:21].[CH2:36]1[C:44]2[C:39](=[CH:40][CH:41]=[CH:42][CH:43]=2)C[N:37]1C(NC1C=CC(C(O)=O)=CC=1)=O>>[CH2:36]([NH:37][C:33]([CH:31]1[CH2:30][N:29]([C:26]2[CH:27]=[CH:28][C:23]([NH:22][C:20]([N:12]3[CH2:11][C:19]4[CH:18]=[CH:17][N:16]=[CH:15][C:14]=4[CH2:13]3)=[O:21])=[CH:24][CH:25]=2)[CH2:32]1)=[O:35])[C:44]1[CH:39]=[CH:40][CH:41]=[CH:42][CH:43]=1. Procedure: The title compound was prepared as described in Example 1C, substituting benzylamine for 3-phenylpropan-1-amine and 1-(4-(2,3-dihydro-1H-pyrrolo[3,4-c]pyridine-2-carboxamido)phenyl)azetidine-3-carboxylic acid for 4-(isoindoline-2-carboxamido)benzoic acid. 1H NMR (300 MHz, DMSO-d6) δ ppm 8.59 (s, 1H), 8.53-8.45 (m, 2H), 8.13 (s, 1H), 7.42 (d, J=5.0 Hz, 1H), 7.37-7.22 (m, 7H), 6.43-6.35 (m, 2H), 4.76 (m, 4H), 4.30 (d, J=5.9 Hz, 2H), 3.99-3.88 (m, 2H), 3.83-3.72 (m, 2H), 3.57-3.46 (m, 1H); MS (ESI(... The reactants are S=C1NCC=2N(C3=C1SC=C3)C=NC2C(=O)OCC (ethyl 5,6-dihydro-6-thioxo4H-imidazo[1,5-a]thieno[2,3-f][1,4]diazepine-3-carboxylate), COC(CN)OC (aminoacetaldehyde dimethyl acetal). Yields the product COC(CNC1=NCC=2N(C3=C1SC=C3)C=NC2C(=O)OCC)OC (ethyl 6-[(2,2-dimethoxyethyl)amino]-4H-imidazo[1,5-a]thieno[2,3-f][1,4]-diazepine-3-carboxylate). Reaction SMILES: S=[C:2]1[C:8]2[S:9][CH:10]=[CH:11][C:7]=2[N:6]2[CH:12]=[N:13][C:14]([C:15]([O:17][CH2:18][CH3:19])=[O:16])=[C:5]2[CH2:4][NH:3]1.[CH3:20][O:21][CH:22]([O:25][CH3:26])[CH2:23][NH2:24]>>[CH3:20][O:21][CH:22]([O:25][CH3:26])[CH2:23][NH:24][C:2]1[C:8]2[S:9][CH:10]=[CH:11][C:7]=2[N:6]2[CH:12]=[N:13][C:14]([C:15]([O:17][CH2:18][CH3:19])=[O:16])=[C:5]2[CH2:4][N:3]=1. Procedure: 5. By reacting ethyl 5,6-dihydro-6-thioxo4H-imidazo[1,5-a]thieno[2,3-f][1,4]diazepine-3-carboxylate with aminoacetaldehyde dimethyl acetal in an analogous manner to that described in Example 5 there is obtained ethyl 6-[(2,2-dimethoxyethyl)amino]-4H-imidazo[1,5-a]thieno[2,3-f][1,4]-diazepine-3-carboxylate of m.p. 134° C.